This data is from the Open Reaction Database (ORD), a public repository of structured organic reaction records. The task is: describe an organic reaction: reactants, conditions, products, and yield Reactants: [H-].[Na+] (Sodium hydride), COCCO (2-methoxyethanol), FC1=NC(=CC=C1)F (2,6-difluoropyridine). Run in CN(C)C=O (DMF). Run at temperature 0 celsius, time 30 minute. Product: FC1=NC(=CC=C1)OCCOC (2-fluoro-6-(2-methoxyethoxy)pyridine). Isolated yield 54.3%. RXN SMILES: [H-].[Na+].[CH3:3][O:4][CH2:5][CH2:6][OH:7].F[C:9]1[CH:14]=[CH:13][CH:12]=[C:11]([F:15])[N:10]=1>CN(C=O)C>[F:15][C:11]1[CH:12]=[CH:13][CH:14]=[C:9]([O:7][CH2:6][CH2:5][O:4][CH3:3])[N:10]=1 |f:0.1|. Procedure details: Sodium hydride (60 wt % dispersion in mineral oil, 2.51 g, 62.8 mmol) (Aldrich) was added to a stirred mixture of anhydrous 2-methoxyethanol (Aldrich, 2.87 mL, 36.4 mmol) and DMF (30 mL) at 0° C. After 30 min of stirring at 0° C. the reaction mixture turned into a white solid. It was then treated with 2,6-difluoropyridine (3.00 mL, 33.1 mmol) (Aldrich) and allowed to warm to room temperature over 1.5 h. The reaction was quenched with a saturated aqueous solution of NaHCO3 and stirred for 1 h, pa... The reactants are CCCCc1ccc(Cl)nn1, ClCCl, CCOC(=O)c1ccc(OCCC2CCNCC2)cc1, [Na+], [Na+], O=C([O-])[O-], O. Yields the product CCCCc1ccc(N2CCC(CCOc3ccc(C(=O)OCC)cc3)CC2)nn1. As a reaction SMILES: [CH2:1]([CH2:2][CH2:3][CH3:4])[c:5]1[n:6][n:7][c:8]([Cl:11])[cH:9][cH:10]1.[Cl:39][CH2:40][Cl:41].[NH:12]1[CH2:13][CH2:14][CH:15]([CH2:18][CH2:19][O:20][c:21]2[cH:22][cH:23][c:24]([C:25](=[O:26])[O:27][CH2:28][CH3:29])[cH:30][cH:31]2)[CH2:16][CH2:17]1.[Na+:32].[Na+:33].[O-:34][C:35](=[O:36])[O-:37].[OH2:38]>>[CH2:1]([CH2:2][CH2:3][CH3:4])[c:5]1[n:6][n:7][c:8]([N:12]2[CH2:13][CH2:14][CH:15]([CH2:18][CH2:19][O:20][c:21]3[cH:22][cH:23][c:24]([C:25](=[O:26])[O:27][CH2:28][CH3:29])[cH:30][cH:31]3)[CH2:16][CH2:17]2)[cH:9][cH:10]1. Reactants: Cl (hydrogen chloride), ClC1=CC=C(C=C1)[C@@H]1NC=2C=CC=CC2[C@H]2[C@@H]1CCN2C(=O)OCC2=CC=CC=C2 (benzyl (3aR*,4R*,9bR*)-4-(4-chlorophenyl)-2,3,3a,4,5,9b-hexahydro-1H-pyrrolo[3,2-c]quinoline-1-carboxylate). The reagents and catalysts are [Pd] (palladium on carbon). Solvent: CO (methanol), C(C)O (ethanol). Run at time 3 hour. Product: Cl.Cl.ClC1=CC=C(C=C1)[C@@H]1NC=2C=CC=CC2[C@H]2[C@@H]1CCN2 ((3aS*,4R*,9bR*)-4-(4-Chlorophenyl)-2,3,3a,4,5,9b-hexahydro-1H-pyrrolo[3,2-c]quinoline dihydrochloride). Reaction SMILES: [Cl:1][C:2]1[CH:7]=[CH:6][C:5]([C@H:8]2[C@H:17]3[CH2:18][CH2:19][N:20](C(OCC4C=CC=CC=4)=O)[C@H:16]3[C:15]3[CH:14]=[CH:13][CH:12]=[CH:11][C:10]=3[NH:9]2)=[CH:4][CH:3]=1.[ClH:31]>[Pd].C(O)C.CO>[ClH:1].[ClH:31].[Cl:1][C:2]1[CH:7]=[CH:6][C:5]([C@H:8]2[C@H:17]3[CH2:18][CH2:19][NH:20][C@H:16]3[C:15]3[CH:14]=[CH:13][CH:12]=[CH:11][C:10]=3[NH:9]2)=[CH:4][CH:3]=1 |f:5.6.7|. Procedure details: To a mixture of benzyl (3aR*,4R*,9bR*)-4-(4-chlorophenyl)-2,3,3a,4,5,9b-hexahydro-1H-pyrrolo[3,2-c]quinoline-1-carboxylate (730 mg, 1.75 mmol) and 10% palladium on carbon (50% aqueous, 0.3 g) in ethanol (10 ml) was added a hydrogen chloride in methanol solution (1 ml) and the mixture was stirred at room temperature under hydrogen atmosphere for 3 hrs. The reaction mixture was filtered, washed with aqueous methanol, and the filtrate was concentrated. The residue was dried under reduced pressure t... Procedure: A mixture of 0.47 g. of 55% sodium hydride-mineral oil dispersion and 0.91 g. of 3-dimethylamino-2-methylpropylchloride hydrochloride in 35 ml. of dry dimethylformamide is stirred at room temperature for 0.5 hours. To the mixture is added 0.6 g. of 4,9-dihydro-4-methyl-10H-thieno[3,4-b][1,5]-benzodiazepin-10-one and stirring is continued for 18 hours. The reaction mixture is cooled, quenched with water and extracted with chloroform. The dried chloroform extracts are concentrated to an oil, which... The product is Cl.CN(CC(CN1C(C=2C(N(C3=C1C=CC=C3)C)=CSC2)=O)C)C (9-(3-Dimethylamino-2-methylpropyl)-4,9-dihydro-4-methyl-10H-thieno[3,4-b][1,5]benzodiazepin-10-one, hydrochloride). RXN SMILES: [H-].[Na+].Cl.[CH3:4][N:5]([CH3:11])[CH2:6][CH:7]([CH3:10])[CH2:8][Cl:9].[CH3:12][N:13]1[C:19]2[CH:20]=[CH:21][CH:22]=[CH:23][C:18]=2[NH:17][C:16](=[O:24])[C:15]2=[CH:25][S:26][CH:27]=[C:14]12.Cl>CCOCC.CN(C)C=O>[ClH:9].[CH3:4][N:5]([CH3:11])[CH2:6][CH:7]([CH3:10])[CH2:8][N:17]1[C:18]2[CH:23]=[CH:22][CH:21]=[CH:20][C:19]=2[N:13]([CH3:12])[C:14]2=[CH:27][S:26][CH:25]=[C:15]2[C:16]1=[O:24] |f:0.1,2.3,8.9|. Reaction conditions: time 18 hour. The solvent is CCOCC (ether), CN(C=O)C (dimethylformamide). Starting materials: [H-].[Na+] (sodium hydride), Cl (hydrogen chloride), Cl.CN(CC(CCl)C)C (3-dimethylamino-2-methylpropylchloride hydrochloride), CN1C=2C(C(NC3=C1C=CC=C3)=O)=CSC2 (4,9-dihydro-4-methyl-10H-thieno[3,4-b][1,5]-benzodiazepin-10-one). Reactants: C(C)(C)(C)C1=CC(=C(C=C1)C=1N([C@@H]([C@@H](N1)C1=CC=C(C=C1)Cl)C1=CC=C(C=C1)Cl)C(=O)Cl)OCC ((4S,5R)-2-(4-tert-butyl-2-ethoxy-phenyl)-4,5-bis-(4-chloro-phenyl)-4,5-dihydro-imidazole-1-carbonyl chloride), CS(=O)(=O)CCCN1CCNCC1 (1-(3-methanesulfonyl-propyl)-piperazine). Yields the product Cl.C(C)(C)(C)C1=CC(=C(C=C1)C=1N([C@@H]([C@@H](N1)C1=CC=C(C=C1)Cl)C1=CC=C(C=C1)Cl)C(=O)N1CCN(CC1)CCCS(=O)(=O)C)OCC ([(4S,5R)-2-(4-tert-Butyl-2-ethoxy-phenyl)-4,5-bis-(4-chloro-phenyl)-4,5-dihydro-imidazol-1-yl]-[4-(3-methanesulfonyl-propyl)-piperazin-1-yl]-methanone hydrochloride). RXN SMILES: [C:1]([C:5]1[CH:10]=[CH:9][C:8]([C:11]2[N:12]([C:30](Cl)=[O:31])[C@H:13]([C:23]3[CH:28]=[CH:27][C:26]([Cl:29])=[CH:25][CH:24]=3)[C@H:14]([C:16]3[CH:21]=[CH:20][C:19]([Cl:22])=[CH:18][CH:17]=3)[N:15]=2)=[C:7]([O:33][CH2:34][CH3:35])[CH:6]=1)([CH3:4])([CH3:3])[CH3:2].[CH3:36][S:37]([CH2:40][CH2:41][CH2:42][N:43]1[CH2:48][CH2:47][NH:46][CH2:45][CH2:44]1)(=[O:39])=[O:38]>>[ClH:22].[C:1]([C:5]1[CH:10]=[CH:9][C:8]([C:11]2[N:12]([C:30]([N:46]3[CH2:47][CH2:48][N:43]([CH2:42][CH2:41][CH2:40][S:37]([CH3:36])(=[O:38])=[O:39])[CH2:44][CH2:45]3)=[O:31])[C@H:13]([C:23]3[CH:24]=[CH:25][C:26]([Cl:29])=[CH:27][CH:28]=3)[C@H:14]([C:16]3[CH:17]=[CH:18][C:19]([Cl:22])=[CH:20][CH:21]=3)[N:15]=2)=[C:7]([O:33][CH2:34][CH3:35])[CH:6]=1)([CH3:4])([CH3:2])[CH3:3] |f:2.3|. Reported procedure: [(4S,5R)-2-(4-tert-Butyl-2-ethoxy-phenyl)-4,5-bis-(4-chloro-phenyl)-4,5-dihydro-imidazol-1-yl]-[4-(3-methanesulfonyl-propyl)-piperazin-1-yl]-methanone hydrochloride was prepared from (4S,5R)-2-(4-tert-butyl-2-ethoxy-phenyl)-4,5-bis-(4-chloro-phenyl)-4,5-dihydro-imidazole-1-carbonyl chloride (example 11) and 1-(3-methanesulfonyl-propyl)-piperazine (example 16e) in an analogous manner as described in example 25. LR-MS: 699.3 [(M+H)+] Reactants: CC1=C(C(N(CO1)C(C=O)(C)C)=O)C1=CC=CC=C1 (2-(2,3-dihydro-6-methyl-4-oxo-5-phenyl-4H-1,3-oxazin-3-yl)-2-methylpropionaldehyde), [Cl-].[NH4+] (Ammonium chloride), FC=1C=C(C=C(C1)F)Br (3,5-Difluorobromobenzene), [Mg] (magnesium). Solvent: O1CCCC1 (tetrahydrofuran), C(C)(=O)OCC (ethyl acetate), O1CCCC1 (tetrahydrofuran). Run at time 18 hour. The product is FC=1C=C(C=C(C1)F)C(C(C)(N1COC(=C(C1=O)C1=CC=CC=C1)C)C)O (1-(3,5-difluorophenyl)-2-methyl-2-(2,3-dihydro-6-methyl-4-oxo-5-phenyl-4H-1,3-oxazin-3-yl)-propan-1-ol). The yield is 35.4%. As a reaction SMILES: [F:1][C:2]1[CH:3]=[C:4](Br)[CH:5]=[C:6]([F:8])[CH:7]=1.[Mg].[CH3:11][C:12]1[O:17][CH2:16][N:15]([C:18]([CH3:22])([CH3:21])[CH:19]=[O:20])[C:14](=[O:23])[C:13]=1[C:24]1[CH:29]=[CH:28][CH:27]=[CH:26][CH:25]=1.[Cl-].[NH4+]>O1CCCC1.C(OCC)(=O)C>[F:1][C:2]1[CH:3]=[C:4]([CH:19]([OH:20])[C:18]([CH3:21])([N:15]2[C:14](=[O:23])[C:13]([C:24]3[CH:29]=[CH:28][CH:27]=[CH:26][CH:25]=3)=[C:12]([CH3:11])[O:17][CH2:16]2)[CH3:22])[CH:5]=[C:6]([F:8])[CH:7]=1 |f:3.4|. Procedure: 3,5-Difluorobromobenzene (2.9 g) was added to a suspension of magnesium (0.41 g) in tetrahydrofuran, under an inert atmosphere at 20° C., slowly, to initiate reaction, then at a rate to maintain gentle reflux. After refluxing for 1 hour, the mixture was added to a solution of 2-(2,3-dihydro-6-methyl-4-oxo-5-phenyl-4H-1,3-oxazin-3-yl)-2-methylpropionaldehyde (2.59 g) in tetrahydrofuran at -78° C. The solution was warmed to ambient temperature and stirred for 18 hours. Ammonium chloride and ethyl ... Reactants: S1N=CC2=C1C=CC=C2 (benzo[d]isothiazole), ClS(=O)(=O)O (chlorosulfonic acid). Conditions: time 0.5 hour. Yields the product S1N=CC2=C1C(=CC=C2)S(=O)(=O)Cl (benzo[d]isothiazole-7-sulfonyl chloride). The yield is 15.6%. Reaction SMILES: [S:1]1[C:5]2[CH:6]=[CH:7][CH:8]=[CH:9][C:4]=2[CH:3]=[N:2]1.[Cl:10][S:11](O)(=[O:13])=[O:12]>>[S:1]1[C:5]2[C:6]([S:11]([Cl:10])(=[O:13])=[O:12])=[CH:7][CH:8]=[CH:9][C:4]=2[CH:3]=[N:2]1. Procedure details: Benzo[d]isothiazole 24B (1 g, 7.45 mmol) was added dropwise to chlorosulfonic acid (5.5 mmol) at 0° C. After the addition was complete, the mixture was stirred at room temperature for 0.5 h and then heated at 105° C. and stirred overnight. The resulting mixture was cooled to −10° C. and quenched by pouring on crushed ice slowly. The resulting mixture was extracted with EtOAc (100 mL×2). The combined organic phase was washed with brine, dried over anhy. Na2SO4 and concentrated in vacuo. Column ch... Starting materials: C(C)OC(COC1=NOC(=C1)C(=O)OC)=O (Methyl 3-(2-ethoxy-2-oxoethoxy)isoxazole-5-carboxylate), [OH-].[Na+] (sodium hydroxide). Solvent: CO (methanol). Product: C(=O)(O)COC1=NOC(=C1)C(=O)O (3-(carboxymethoxy)isoxazole-5-carboxylic acid). Isolated yield 86.0%. RXN SMILES: C([O:3][C:4](=[O:16])[CH2:5][O:6][C:7]1[CH:11]=[C:10]([C:12]([O:14]C)=[O:13])[O:9][N:8]=1)C.[OH-].[Na+]>CO>[C:4]([CH2:5][O:6][C:7]1[CH:11]=[C:10]([C:12]([OH:14])=[O:13])[O:9][N:8]=1)([OH:16])=[O:3] |f:1.2|. Reported procedure: Ethyl [(5-{[(2S,4R)-4-[acetyl(4-chlorophenyl)amino]-2-methyl-3,4-dihydroquinolin-1(2H)-yl]carbonyl}isoxazol-3-yl)oxy]acetate was prepared following the procedure for N-(4-chlorophenyl)-N-{(2S,4R)-1-[(1-isopropyl-1H-pyrazol-4-yl)carbonyl]-2-methyl-1,2,3,4-tetrahydroquinolin-4-yl}acetamide substituting ethyl {[5-(chlorocarbonyl)isoxazol-3-yl]oxy}acetate for 1-isopropyl-1H-pyrazole-4-carbonyl chloride. (Ethyl {[15-chlorocarbonyl)isoxazol-3-yl]oxy}acetate was prepared in 4 steps from methyl 3-hydrox...